Dataset: the Open Reaction Database (ORD), a public repository of structured organic reaction records. Task: describe an organic reaction: reactants, conditions, products, and yield Reactants: COc1cc(F)c2c(c1)C1(COCC(N)=N1)c1cc(Br)ccc1O2, C1CCOC1, C[Si](C)(C)[N-][Si](C)(C)C, Cl, FC1(F)CCNCC1, [Li+]. Product: COc1cc(F)c2c(c1)C1(COCC(N)=N1)c1cc(N3CCC(F)(F)CC3)ccc1O2. Reaction SMILES: [Br:1][c:2]1[cH:3][cH:4][c:5]2[c:20]([cH:21]1)[C:13]1([c:12]3[c:7]([c:8]([F:24])[cH:9][c:10]([O:22][CH3:23])[cH:11]3)[O:6]2)[CH2:14][O:15][CH2:16][C:17]([NH2:19])=[N:18]1.[CH2:44]1[O:45][CH2:46][CH2:47][CH2:48]1.[CH3:35][Si:36]([N-:37][Si:38]([CH3:39])([CH3:40])[CH3:41])([CH3:42])[CH3:43].[ClH:25].[F:26][C:27]1([F:33])[CH2:28][CH2:29][NH:30][CH2:31][CH2:32]1.[Li+:34]>>[c:2]1([N:30]2[CH2:29][CH2:28][C:27]([F:26])([F:33])[CH2:32][CH2:31]2)[cH:3][cH:4][c:5]2[c:20]([cH:21]1)[C:13]1([c:12]3[c:7]([c:8]([F:24])[cH:9][c:10]([O:22][CH3:23])[cH:11]3)[O:6]2)[CH2:14][O:15][CH2:16][C:17]([NH2:19])=[N:18]1. The reactants are C[Si](C)(C)CCOCn1ccc2c(-c3cnn(C(CC#N)C4(C#N)CC4)c3)ncnc21, ClCCl, O=C(O)C(F)(F)F. Product: N#CCC(n1cc(-c2ncnc3[nH]ccc23)cn1)C1(C#N)CC1, O=C(O)C(F)(F)F. As a reaction SMILES: [C:1](#[N:2])[CH2:3][CH:4]([n:5]1[n:6][cH:7][c:8](-[c:10]2[c:11]3[c:12]([n:13][cH:14][n:15]2)[n:16]([CH2:19][O:20][CH2:21][CH2:22][Si:23]([CH3:24])([CH3:25])[CH3:26])[cH:17][cH:18]3)[cH:9]1)[C:27]1([C:30]#[N:31])[CH2:28][CH2:29]1.[Cl:39][CH2:40][Cl:41].[F:32][C:33]([C:34](=[O:35])[OH:36])([F:37])[F:38]>>[C:1](#[N:2])[CH2:3][CH:4]([n:5]1[n:6][cH:7][c:8](-[c:10]2[c:11]3[c:12]([n:13][cH:14][n:15]2)[nH:16][cH:17][cH:18]3)[cH:9]1)[C:27]1([C:30]#[N:31])[CH2:28][CH2:29]1.[F:32][C:33]([C:34](=[O:35])[OH:36])([F:37])[F:38]. Reactants: O=C1N(CC2=C(C[C@H]1CC(=O)OCCN1CCOCC1)C=CC(=C2)OCCC=2N=C1N(CCCN1C(=O)OC(C)(C)C)C2)CC(F)(F)F ([2-(morpholin-4-yl)]ethyl(4S)-3-oxo-8-[2-(8-tert-butoxycarbonyl-5,6,7,8-tetrahydro-imidazo[1,2-a]pyrimidin-2-yl)ethoxy]-2-(2,2,2-trifluoroethyl)-2,3,4,5-tetrahydro-1H-2-benzazepin-4-acetate), Cl.O1CCOCC1 (hydrogen chloride 1,4-dioxane). The solvent is ClCCl (dichloromethane). Reaction conditions: time 12 hour. The product is Cl.O=C1N(CC2=C(C[C@H]1CC(=O)OCCN1CCOCC1)C=CC(=C2)OCCC=2N=C1N(CCCN1)C2)CC(F)(F)F ([2-(Morpholin-4-yl)]ethyl(4S)-3-oxo-8-[2-(5,6,7,8-tetrahydroimidazo[1,2-a]pyrimidin-2-yl)ethoxy]-2-(2,2,2-trifluoroethyl)-2,3,4,5-tetrahydro-1H-2-benzazepin-4-acetate hydrochloride). Reaction SMILES: [O:1]=[C:2]1[C@H:8]([CH2:9][C:10]([O:12][CH2:13][CH2:14][N:15]2[CH2:20][CH2:19][O:18][CH2:17][CH2:16]2)=[O:11])[CH2:7][C:6]2[CH:21]=[CH:22][C:23]([O:25][CH2:26][CH2:27][C:28]3[N:29]=[C:30]4[N:35](C(OC(C)(C)C)=O)[CH2:34][CH2:33][CH2:32][N:31]4[CH:43]=3)=[CH:24][C:5]=2[CH2:4][N:3]1[CH2:44][C:45]([F:48])([F:47])[F:46].[ClH:49].O1CCOCC1>ClCCl>[ClH:49].[O:1]=[C:2]1[C@H:8]([CH2:9][C:10]([O:12][CH2:13][CH2:14][N:15]2[CH2:16][CH2:17][O:18][CH2:19][CH2:20]2)=[O:11])[CH2:7][C:6]2[CH:21]=[CH:22][C:23]([O:25][CH2:26][CH2:27][C:28]3[N:29]=[C:30]4[NH:35][CH2:34][CH2:33][CH2:32][N:31]4[CH:43]=3)=[CH:24][C:5]=2[CH2:4][N:3]1[CH2:44][C:45]([F:47])([F:48])[F:46] |f:1.2,4.5|. Procedure: To 1 mL of a dichloromethane solution containing 71.7 mg (0.105 mmol) of [2-(morpholin-4-yl)]ethyl(4S)-3-oxo-8-[2-(8-tert-butoxycarbonyl-5,6,7,8-tetrahydro-imidazo[1,2-a]pyrimidin-2-yl)ethoxy]-2-(2,2,2-trifluoroethyl)-2,3,4,5-tetrahydro-1H-2-benzazepin-4-acetate obtained in Example 10-(a) was added 2.00 mL (8.00 mmol) of 4N hydrogen chloride/1,4-dioxane solution, and the resulting mixture was stirred under nitrogen gas atmosphere at room temperature for 12 hours. Reactants: C(C)(=O)OCC (ethyl acetate), BrC=1C=C(C(=O)C2=C(C(=O)O)C=C(C(=C2)OC)OC)C=C(C1OC)Br (2-(3,5-dibromo-4-methoxybenzoyl)-4,5-dimethoxy-benzoic acid), C([O-])([O-])=O.[K+].[K+] (potassium carbonate), BrC(C(=O)OC)C(=O)OC (dimethyl bromomalonate), CN(C=O)C (dimethylformamide). Solvent: O (water). Reaction conditions: time 8 hour. Product: BrC=1C=C(C=C(C1OC)Br)C1=C(OC(=O)C2=CC(=C(C=C12)OCC)OCC)C(=O)O (4(3,5-dibromo-4-methoxyphenyl)-6,7-diethoxy-isocoumarin-3-carboxylic acid). RXN SMILES: [Br:1][C:2]1[CH:3]=[C:4]([CH:20]=[C:21]([Br:25])[C:22]=1[O:23][CH3:24])[C:5]([C:7]1[CH:15]=[C:14]([O:16][CH3:17])C(OC)=C[C:8]=1C(O)=O)=O.[C:26](=[O:29])([O-:28])[O-].[K+].[K+].Br[CH:33](C(OC)=O)[C:34]([O:36]C)=[O:35].[C:42]([O:45][CH2:46][CH3:47])(=O)[CH3:43].[CH3:48]N(C)C=O>O>[Br:25][C:21]1[CH:20]=[C:4]([C:5]2[C:7]3[C:8](=[CH:43][C:42]([O:45][CH2:46][CH3:47])=[C:14]([O:16][CH2:17][CH3:48])[CH:15]=3)[C:26](=[O:29])[O:28][C:33]=2[C:34]([OH:36])=[O:35])[CH:3]=[C:2]([Br:1])[C:22]=1[O:23][CH3:24] |f:1.2.3|. Procedure: To a solution of 2-(3,5-dibromo-4-methoxybenzoyl)-4,5-dimethoxy-benzoic acid (6.30 g) in dimethylformamide (50 ml) are added potassium carbonate (4.04 g) and dimethyl bromomalonate (3.43 g), and the mixture is stirred at room temperature overnight. To the reaction mixture are added ethyl acetate and water. The ethyl acetate layer is separated, washed, dried, and concentrated under reduced pressure. To the residue are added dioxane (30 ml) and conc. hydrochloric acid (30 ml), and the mixture is h... The reactants are CC1=CC=CC(=N1)NC([S-])=S.C(C)[NH+](CC)CC (triethylammonium (6-methylpyrid-2-yl)dithiocarbamate), ClCC(CC)=O (1-chlorobutan-2-one). Solvent: O (water). Conditions: time 3 hour. Product: C(C)C1(N(C(SC1)=S)C1=NC(=CC=C1)C)O (4-ethyl-4-hydroxy-3-(6-methylpyrid-2-yl)-thiazolidine-2-thione). Yield: 71.1%. RXN SMILES: [CH3:1][C:2]1[N:7]=[C:6]([NH:8][C:9](=[S:11])[S-:10])[CH:5]=[CH:4][CH:3]=1.C([NH+](CC)CC)C.Cl[CH2:20][C:21](=[O:24])[CH2:22][CH3:23]>O>[CH2:22]([C:21]1([OH:24])[CH2:20][S:11][C:9](=[S:10])[N:8]1[C:6]1[CH:5]=[CH:4][CH:3]=[C:2]([CH3:1])[N:7]=1)[CH3:23] |f:0.1|. Reported procedure: The procedure of Example 1 is followed but starting with triethylammonium (6-methylpyrid-2-yl)dithiocarbamate (71.0 g) and 1-chlorobutan-2-one (26.6 g) in distilled water (300 cc) at 20° C. The reaction is carried out for 3 hours at 20° C. After recrystallisation of the product from ethanol (250 cc), there is obtained 4-ethyl-4-hydroxy-3-(6-methylpyrid-2-yl)-thiazolidine-2-thione (45.0 g) melting at 118° C. Reactants: ClC1=C(C=C(OC2CC(N(C(C2)(C)C)C)(C)C)C=C1)C(F)(F)F (4-(4-chloro-3-trifluoromethyl-phenoxy)-1,2,2,6,6-pentamethyl-piperidine), CCOC(=O)/N=N/C(=O)OCC (diethylazodicarboxylate), Cl (Hydrochloric acid). Run in C1(=CC=CC=C1)C (toluene). Conditions: temperature 110 celsius. The product is Cl.ClC1=C(C=C(OC2CC(NC(C2)(C)C)(C)C)C=C1)C(F)(F)F (4-(4-Chloro-3-trifluoromethyl-phenoxy)-2,2,6,6-tetramethyl-piperidine hydrochloric acid salt). RXN SMILES: [Cl:1][C:2]1[CH:19]=[CH:18][C:5]([O:6][CH:7]2[CH2:12][C:11]([CH3:14])([CH3:13])[N:10](C)[C:9]([CH3:17])([CH3:16])[CH2:8]2)=[CH:4][C:3]=1[C:20]([F:23])([F:22])[F:21].CCOC(/N=N/C(OCC)=O)=O.Cl>C1(C)C=CC=CC=1>[ClH:1].[Cl:1][C:2]1[CH:19]=[CH:18][C:5]([O:6][CH:7]2[CH2:12][C:11]([CH3:13])([CH3:14])[NH:10][C:9]([CH3:17])([CH3:16])[CH2:8]2)=[CH:4][C:3]=1[C:20]([F:23])([F:21])[F:22] |f:4.5|. Procedure details: A mixture of 4-(4-chloro-3-trifluoromethyl-phenoxy)-1,2,2,6,6-pentamethyl-piperidine (1.28 g, 4.26 mmol), toluene (50 ml) and diethylazodicarboxylate (2.0 ml, 12.8 mmol) was heated at 110° C. for 8 h. Hydrochloric acid (20 ml, 2 M) was added at reflux for 2 h. The mixture was cooled on ice. The hydrochloric acid salt precipitated and was isolated by filtration. Yield 1.2 g (87%). Mp 222° C. The reactants are O=C(Cl)Cl, CC(Cl)Cl, ClCCCl, CN1C(=O)CN=C(c2ccccc2F)c2c1cc(Cl)c(N)c2Cl. The product is CN1C(=O)CN=C(c2ccccc2F)c2c1cc(Cl)c(N=C=O)c2Cl. Reaction SMILES: [Cl:24][C:25]([Cl:26])=[O:27].[Cl:28][CH:29]([Cl:30])[CH3:31].[Cl:32][CH2:33][CH2:34][Cl:35].[NH2:1][c:2]1[c:3]([Cl:23])[cH:4][c:5]2[c:6]([c:21]1[Cl:22])[C:7]([c:14]1[c:15]([F:20])[cH:16][cH:17][cH:18][cH:19]1)=[N:8][CH2:9][C:10](=[O:13])[N:11]2[CH3:12]>>[N:1]([c:2]1[c:3]([Cl:23])[cH:4][c:5]2[c:6]([c:21]1[Cl:22])[C:7]([c:14]1[c:15]([F:20])[cH:16][cH:17][cH:18][cH:19]1)=[N:8][CH2:9][C:10](=[O:13])[N:11]2[CH3:12])=[C:25]=[O:27]. Reactants: BrC=1C=C(C(=NC1)F)C(CC1=CC=C(C=C1)N(C)C)=O (1-(5-Bromo-2-fluoro-pyridin-3-yl)-2-(4-dimethylamino-phenyl)-ethanone), C(C)O (ethanol), NN (hydrazine). The solvent is O (water). Reaction conditions: time 18 hour. Product: BrC=1C=C2C(=NC1)NN=C2CC2=CC=C(C=C2)N(C)C ([4-(5-bromo-1H-pyrazolo[3,4-b]pyridin-3-ylmethyl)-phenyl]-dimethyl-amine). Yield: 57.2%. RXN SMILES: [Br:1][C:2]1[CH:3]=[C:4]([C:9](=O)[CH2:10][C:11]2[CH:16]=[CH:15][C:14]([N:17]([CH3:19])[CH3:18])=[CH:13][CH:12]=2)[C:5](F)=[N:6][CH:7]=1.C(O)C.[NH2:24][NH2:25]>O>[Br:1][C:2]1[CH:3]=[C:4]2[C:9]([CH2:10][C:11]3[CH:16]=[CH:15][C:14]([N:17]([CH3:19])[CH3:18])=[CH:13][CH:12]=3)=[N:25][NH:24][C:5]2=[N:6][CH:7]=1. Reported procedure: 1-(5-Bromo-2-fluoro-pyridin-3-yl)-2-(4-dimethylamino-phenyl)-ethanone (890 mg, 2.64 mmol), ethanol (100 ml), and anhydrous hydrazine (0.4 ml, 12.74 mmol) were combined and stirred for 18 hours at room temperature. The reaction was diluted with water and the precipitate filtered and dried to obtain 500 mg (57%) of [4-(5-bromo-1H-pyrazolo[3,4-b]pyridin-3-ylmethyl)-phenyl]-dimethyl-amine. MS m/z 331.1+333.1 (M+H+).